This data is from the Open Reaction Database (ORD), a public repository of structured organic reaction records. The task is: describe an organic reaction: reactants, conditions, products, and yield Starting materials: C(C)(C)(C)OC(=O)N1CCC(CC1)CC(=O)O (2-(1-(tert-butoxycarbonyl)piperidin-4-yl)acetic acid), C(C(=O)Cl)(=O)Cl (oxalyl chloride), CN(C)C=O (DMF). Run in C(Cl)Cl (DCM). Run at time 3 hour. Product: ClC(CC1CCN(CC1)C(=O)OC(C)(C)C)=O (tert-butyl 4-(2-chloro-2-oxoethyl)piperidine-1-carboxylate). The yield is 100.0%. RXN SMILES: [C:1]([O:5][C:6]([N:8]1[CH2:13][CH2:12][CH:11]([CH2:14][C:15]([OH:17])=O)[CH2:10][CH2:9]1)=[O:7])([CH3:4])([CH3:3])[CH3:2].C(Cl)(=O)C([Cl:21])=O.CN(C=O)C>C(Cl)Cl>[Cl:21][C:15](=[O:17])[CH2:14][CH:11]1[CH2:12][CH2:13][N:8]([C:6]([O:5][C:1]([CH3:4])([CH3:3])[CH3:2])=[O:7])[CH2:9][CH2:10]1. Procedure details: To a solution of 2-(1-(tert-butoxycarbonyl)piperidin-4-yl)acetic acid (3.84 g, 15.78 mmol) (prepared using M from ethyl 2-(piperidin-4-yl)acetate (Oakwood), Z) in DCM (79 mL) at ambient temperature were added oxalyl chloride (1.658 mL, 18.94 mmol) and DMF (0.115 g, 1.58 mmol). The reaction mixture was stirred at ambient temperature for about 3 h. The solvent was removed under reduced pressure to afford tert-butyl 4-(2-chloro-2-oxoethyl)piperidine-1-carboxylate (4.13 g, 100%) as a light yellow so... Reactants: COC(=O)c1sccc1OCc1ccccc1, C1CCOC1, CO, [Na+], [OH-]. Product: O=C(O)c1sccc1OCc1ccccc1. RXN SMILES: [CH2:1]([c:2]1[cH:3][cH:4][cH:5][cH:6][cH:7]1)[O:8][c:9]1[c:10]([C:14](=[O:15])[O:16][CH3:17])[s:11][cH:12][cH:13]1.[CH2:22]1[O:23][CH2:24][CH2:25][CH2:26]1.[CH3:20][OH:21].[Na+:19].[OH-:18]>>[CH2:1]([c:2]1[cH:3][cH:4][cH:5][cH:6][cH:7]1)[O:8][c:9]1[c:10]([C:14](=[O:15])[OH:16])[s:11][cH:12][cH:13]1.